Dataset: the Open Reaction Database (ORD), a public repository of structured organic reaction records. Task: describe an organic reaction: reactants, conditions, products, and yield The reactants are CC#N, CCOC(C)=O, CC(C)(C)OC(=O)Nc1cnc(-c2cncc(F)c2)s1, O=C1CCC(=O)N1I, O. Yields the product CC(C)(C)OC(=O)Nc1sc(-c2cncc(F)c2)nc1I. As a reaction SMILES: [CH3:29][C:30]#[N:31].[CH3:32][CH2:33][O:34][C:35](=[O:36])[CH3:37].[F:1][c:2]1[cH:3][c:4](-[c:8]2[s:9][c:10]([NH:13][C:14]([O:15][C:16]([CH3:17])([CH3:18])[CH3:19])=[O:20])[cH:11][n:12]2)[cH:5][n:6][cH:7]1.[I:21][N:22]1[C:23](=[O:24])[CH2:25][CH2:26][C:27]1=[O:28].[OH2:38]>>[F:1][c:2]1[cH:3][c:4](-[c:8]2[s:9][c:10]([NH:13][C:14]([O:15][C:16]([CH3:17])([CH3:18])[CH3:19])=[O:20])[c:11]([I:21])[n:12]2)[cH:5][n:6][cH:7]1. Starting materials: O(C1=CC=CC=C1)CCCCCCC(O)C=1OC(=NN1)C (7-Phenoxy-1-(5-methyl-1,3,4-oxadiazol-2-yl)-heptan-1-ol), CC(=O)OI1(C=2C=CC=CC2C(=O)O1)(OC(=O)C)OC(=O)C (Dess-Martin periodinane). Run in [O-]S(=O)(=S)[O-].[Na+].[Na+] (Na2S2O3), C(=O)(O)[O-].[Na+] (NaHCO3), C(Cl)Cl (methylene chloride). Reaction conditions: time 2 hour. The product is O(C1=CC=CC=C1)CCCCCCC(=O)C=1OC(=NN1)C (7-Phenoxy-1-(5-methyl-1,3,4-oxadiazol-2-yl)-heptan-1-one). The yield is 82.0%. Reaction SMILES: [O:1]([CH2:8][CH2:9][CH2:10][CH2:11][CH2:12][CH2:13][CH:14]([C:16]1[O:17][C:18]([CH3:21])=[N:19][N:20]=1)[OH:15])[C:2]1[CH:7]=[CH:6][CH:5]=[CH:4][CH:3]=1.CC(OI1(OC(C)=O)(OC(C)=O)OC(=O)C2C=CC=CC1=2)=O>C(Cl)Cl.[O-]S([O-])(=S)=O.[Na+].[Na+].C([O-])(O)=O.[Na+]>[O:1]([CH2:8][CH2:9][CH2:10][CH2:11][CH2:12][CH2:13][C:14]([C:16]1[O:17][C:18]([CH3:21])=[N:19][N:20]=1)=[O:15])[C:2]1[CH:3]=[CH:4][CH:5]=[CH:6][CH:7]=1 |f:3.4.5,6.7|. Procedure: To a solution of 64.1 (64 mg, 0.22 mmol) in wet methylene chloride (5 mL) at room temperature, under nitrogen was added Dess-Martin periodinane (140 mg, 0.33 mmol) and the resulting suspension stirred for 2 hours. The reaction mixture was diluted with Na2S2O3 (10% in H2O) and saturated aqueous NaHCO3 solution and the organic phase was separated. The aqueous layer was extracted with AcOEt and the combined organic layer was washed with brine, dried (MgSO4) and evaporated under reduced pressure. Th... The reactants are O=C([O-])O, [Li+], [Na+], CCCN(C1CC(C(=O)N2CCOCC2)CN(C(=O)OC(C)(C)C)C1)S(=O)(=O)c1ccccc1[N+](=O)[O-], CN(C)C=O, [OH-], O. The product is CCCNC1CC(C(=O)N2CCOCC2)CN(C(=O)OC(C)(C)C)C1. RXN SMILES: [C:46](=[O:47])([OH:48])[O-:49].[Li+:40].[Na+:50].[O:1]1[CH2:2][CH2:3][N:4]([C:7](=[O:8])[CH:9]2[CH2:10][N:11]([C:31](=[O:32])[O:33][C:34]([CH3:35])([CH3:36])[CH3:37])[CH2:12][CH:13]([N:15]([CH2:16][CH2:17][CH3:18])[S:19]([c:20]3[cH:21][cH:22][cH:23][cH:24][c:25]3[N+:26]([O-:27])=[O:28])(=[O:29])=[O:30])[CH2:14]2)[CH2:5][CH2:6]1.[O:41]=[CH:42][N:43]([CH3:44])[CH3:45].[OH-:39].[OH2:38]>>[O:1]1[CH2:2][CH2:3][N:4]([C:7](=[O:8])[CH:9]2[CH2:10][N:11]([C:31](=[O:32])[O:33][C:34]([CH3:35])([CH3:36])[CH3:37])[CH2:12][CH:13]([NH:15][CH2:16][CH2:17][CH3:18])[CH2:14]2)[CH2:5][CH2:6]1. Reactants: CC(C=C)(C)C=1C(C2=CC=CC=C2C(C1O)=O)=O (2-(1,1-dimethylprop-2-enyl)-3-hydroxy-naphthalene-1.4-dione), Cl.CON (methoxyamine hydrochloride), CCOCC (ether). Solvent: N1=CC=CC=C1 (pyridine). The product is CC(C=C)(C)C1(C(C2=CC=CC=C2C(C1)=O)=NOC)O (2-(1,1-dimethylprop-2-enyl)-2-hydroxy-1-methoxyimino-naphthalene-4-one). As a reaction SMILES: [CH3:1][C:2]([C:6]1[C:7](=O)[C:8]2[C:13]([C:14](=[O:17])[C:15]=1O)=[CH:12][CH:11]=[CH:10][CH:9]=2)([CH3:5])[CH:3]=[CH2:4].Cl.[CH3:20][O:21][NH2:22].CC[O:25]CC>N1C=CC=CC=1>[CH3:1][C:2]([C:6]1([OH:25])[CH2:15][C:14](=[O:17])[C:13]2[C:8](=[CH:9][CH:10]=[CH:11][CH:12]=2)[C:7]1=[N:22][O:21][CH3:20])([CH3:5])[CH:3]=[CH2:4] |f:1.2|. Reported procedure: A solution of the product of Example 1 (b) (250 mg, 1.03 mmol) and methoxyamine hydrochloride (95 mg, 1.14 mmol) in pyridine (5 ml) was stirred for 48 hours. The reaction mixture was dissolved in ether (50 ml) and washed with water (2×10 ml) , 2M hydrochloric acid (2×10 ml), water (2×10 ml), saturated sodium chloride solution (10 ml) and dried over magnesium sulphate. Filtration and evaporation of the solvent under reduced pressure and silica gel chromatography yielded the title compound (56 mg)... Reactants: ClC=1C=CC(=C(C1)C1=CC(N(C=C1)C(C(=O)NC1=CC=C(C(=O)OC)C=C1)C)=O)C#C (Methyl 4-({2-[4-(5-chloro-2-ethynylphenyl)-2-oxopyridin-1(2H)-yl]propanoyl}amino)benzoate), [OH-].[Li+] (lithium hydroxide). Product: ClC=1C=CC(=C(C1)C1=CC(N(C=C1)C(C(=O)NC1=CC=C(C(=O)O)C=C1)C)=O)C#C (4-({2-[4-(5-Chloro-2-ethynylphenyl)-2-oxopyridin-1(2H)-yl]propanoyl}amino)benzoic acid). RXN SMILES: [Cl:1][C:2]1[CH:3]=[CH:4][C:5]([C:30]#[CH:31])=[C:6]([C:8]2[CH:13]=[CH:12][N:11]([CH:14]([CH3:28])[C:15]([NH:17][C:18]3[CH:27]=[CH:26][C:21]([C:22]([O:24]C)=[O:23])=[CH:20][CH:19]=3)=[O:16])[C:10](=[O:29])[CH:9]=2)[CH:7]=1.[OH-].[Li+]>>[Cl:1][C:2]1[CH:3]=[CH:4][C:5]([C:30]#[CH:31])=[C:6]([C:8]2[CH:13]=[CH:12][N:11]([CH:14]([CH3:28])[C:15]([NH:17][C:18]3[CH:19]=[CH:20][C:21]([C:22]([OH:24])=[O:23])=[CH:26][CH:27]=3)=[O:16])[C:10](=[O:29])[CH:9]=2)[CH:7]=1 |f:1.2|. Reported procedure: 15 mg (0.03 mmol) of methyl 4-({2-[4-(5-chloro-2-ethynylphenyl)-2-oxopyridin-1(2H)-yl]propanoyl}amino)benzoate (racemate) (Example 2.8F) were hydrolysed with lithium hydroxide according to General Method 3. Yield: 4 mg (purity 92%, 28% of theory) The reactants are CCc1nc(C=Cc2cn(-c3ccccc3)nc2OCc2ccc(OCc3nc(-c4cccc([N+](=O)[O-])c4)oc3C)c(OC)c2)cs1, CCO, [Ca+2], [Cl-], [Cl-], [Fe]. Yields the product CCc1nc(C=Cc2cn(-c3ccccc3)nc2OCc2ccc(OCc3nc(-c4cccc(N)c4)oc3C)c(OC)c2)cs1. As a reaction SMILES: [CH2:1]([CH3:2])[c:3]1[s:4][cH:5][c:6]([CH:8]=[CH:9][c:10]2[c:11]([O:21][CH2:22][c:23]3[cH:24][c:25]([O:46][CH3:47])[c:26]([O:27][CH2:28][c:29]4[n:30][c:31](-[c:35]5[cH:36][c:37]([N+:41]([O-:42])=[O:43])[cH:38][cH:39][cH:40]5)[o:32][c:33]4[CH3:34])[cH:44][cH:45]3)[n:12][n:13](-[c:15]3[cH:16][cH:17][cH:18][cH:19][cH:20]3)[cH:14]2)[n:7]1.[CH3:52][CH2:53][OH:54].[Ca+2:50].[Cl-:48].[Cl-:49].[Fe:51]>>[CH2:1]([CH3:2])[c:3]1[s:4][cH:5][c:6]([CH:8]=[CH:9][c:10]2[c:11]([O:21][CH2:22][c:23]3[cH:24][c:25]([O:46][CH3:47])[c:26]([O:27][CH2:28][c:29]4[n:30][c:31](-[c:35]5[cH:36][c:37]([NH2:41])[cH:38][cH:39][cH:40]5)[o:32][c:33]4[CH3:34])[cH:44][cH:45]3)[n:12][n:13](-[c:15]3[cH:16][cH:17][cH:18][cH:19][cH:20]3)[cH:14]2)[n:7]1. The reactants are C1(=CC=C(C=C1)C1=CN(C=C1)[C@H](CC(=O)O)C(=O)N[C@@H](CC(C)C)C(N(C)OC)=O)C1=CC=CC=C1 (3(R)-(3-biphenyl-4-yl-1H-pyrrol-1-yl)-N-[1(S)-(N-methoxy-N-methylcarbamoyl)-3-methyl-butyl]succinamic acid), C[Mg]Br (methylmagnesium bromide). Solvent: C1CCOC1 (THF). Reaction conditions: time 15 minute. The product is MTBE hexanes, C(C)(=O)[C@H](CC(C)C)NC([C@@H](CC(=O)O)N1C=C(C=C1)C1=CC=C(C=C1)C1=CC=CC=C1)=O (N-(1(S)-acetyl-3-methylbutyl)-3(R)-[3-(biphenyl-4-yl)-1H-pyrrol-1-yl)succinamic acid). Isolated yield 46.0%. Reaction SMILES: [C:1]1([C:31]2[CH:36]=[CH:35][CH:34]=[CH:33][CH:32]=2)[CH:6]=[CH:5][C:4]([C:7]2[CH:11]=[CH:10][N:9]([C@@H:12]([C:17]([NH:19][C@H:20]([C:25](=[O:30])N(OC)C)[CH2:21][CH:22]([CH3:24])[CH3:23])=[O:18])[CH2:13][C:14]([OH:16])=[O:15])[CH:8]=2)=[CH:3][CH:2]=1.[CH3:37][Mg]Br>C1COCC1>[C:25]([C@@H:20]([NH:19][C:17](=[O:18])[C@H:12]([N:9]1[CH:10]=[CH:11][C:7]([C:4]2[CH:5]=[CH:6][C:1]([C:31]3[CH:32]=[CH:33][CH:34]=[CH:35][CH:36]=3)=[CH:2][CH:3]=2)=[CH:8]1)[CH2:13][C:14]([OH:16])=[O:15])[CH2:21][CH:22]([CH3:24])[CH3:23])(=[O:30])[CH3:37]. Procedure details: To a solution of 3(R)-(3-biphenyl-4-yl-1H-pyrrol-1-yl)-N-[1(S)-(N-methoxy-N-methylcarbamoyl)-3-methyl-butyl]succinamic acid (prepared as described in Example 1(l); 209 mg, 0.425 mmol) in THF (5mL) at −78° C. was added methylmagnesium bromide (3 M in ether, 0.7mL) dropwise via syringe. After 15 minutes at −70° C. and 2 hours at 0° C., the mixture was quenched with acetone (50 μL), and then added to EtOAc/1N NaHSO4. The aqueousueous phase was extracted with EtOAc. The combined organic layers were ... Starting materials: NC=1C(=CC(=C(C1)O)Cl)F (5-amino-2-chloro-4-fluorophenol), C(O)([O-])=O.[Na+] (sodium hydrogen carbonate), C(#N)C(C)(C)C=1C=C(C(=O)Cl)C=CC1 (3-(1-cyano-1-methylethyl)benzoyl chloride). Run in O1CCCC1 (tetrahydrofuran), O1CCCC1 (tetrahydrofuran). Reaction conditions: time 4 hour. The product is ClC1=CC(=C(C=C1O)NC(C1=CC(=CC=C1)C(C)(C)C#N)=O)F (N-(4-chloro-2-fluoro-5-hydroxyphenyl)-3-(1-cyano-1-methylethyl)benzamide). Yield: 72.0%. RXN SMILES: [NH2:1][C:2]1[C:3]([F:10])=[CH:4][C:5]([Cl:9])=[C:6]([OH:8])[CH:7]=1.C(=O)([O-])O.[Na+].[C:16]([C:18]([C:21]1[CH:22]=[C:23]([CH:27]=[CH:28][CH:29]=1)[C:24](Cl)=[O:25])([CH3:20])[CH3:19])#[N:17]>O1CCCC1>[Cl:9][C:5]1[C:6]([OH:8])=[CH:7][C:2]([NH:1][C:24](=[O:25])[C:23]2[CH:27]=[CH:28][CH:29]=[C:21]([C:18]([C:16]#[N:17])([CH3:19])[CH3:20])[CH:22]=2)=[C:3]([F:10])[CH:4]=1 |f:1.2|. Procedure: To a two-layer solution of 5-amino-2-chloro-4-fluorophenol (3.50 g, 21.7 mmol) in tetrahydrofuran (35 mL)/1N aqueous sodium hydrogen carbonate solution (65 mL) was added a solution of 3-(1-cyano-1-methylethyl)benzoyl chloride synthesized above in tetrahydrofuran (30 mL), and the mixture was stirred at room temperature for 4 hr. The aqueous layer was separated, and extracted with ethyl acetate (200 mL). The combined organic layer was washed with water (100 mL) and saturated brine (100 mL), and dr... Reactants: COC(C1=C(C(=CC=C1)OCC1=CC=CC=C1)OCC1=CC=CC=C1)=O (Bis-benzyloxy benzoic acid methyl ester), CNCCN(C)C (N1, N2, N2 trimethylethane-1,2-diamine). Yields the product C(C1=CC=CC=C1)OC=1C(=C(C(=O)O)C=CC1)OCC1=CC=CC=C1 (Bis-benzyloxy benzoic acid). Reaction SMILES: C[O:2][C:3](=[O:26])[C:4]1[CH:9]=[CH:8][CH:7]=[C:6]([O:10][CH2:11][C:12]2[CH:17]=[CH:16][CH:15]=[CH:14][CH:13]=2)[C:5]=1[O:18][CH2:19][C:20]1[CH:25]=[CH:24][CH:23]=[CH:22][CH:21]=1.CNCCN(C)C>>[CH2:11]([O:10][C:6]1[C:5]([O:18][CH2:19][C:20]2[CH:25]=[CH:24][CH:23]=[CH:22][CH:21]=2)=[C:4]([CH:9]=[CH:8][CH:7]=1)[C:3]([OH:26])=[O:2])[C:12]1[CH:13]=[CH:14][CH:15]=[CH:16][CH:17]=1. Reported procedure: In another embodiment the compounds can be prepared as shown in Scheme IV. A bromo-nitrobenzene (1) can be reacted with N1, N2, N2 trimethylethane-1,2-diamine to give N1-(nitrophenyl)-N1, N2, N2-trimethylethane-1,2-diamine (2). A solution of (2) in can be subjected to hydrogenation, passed through a short pad of celite, washed with MeOH and evaporated under reduced pressure. Thiocarbodiimidazole can then be added to (2) to give the N1-(isothiocyanato-phenyl)-)-N1, N2, N2-trimethylethane-1,2-diam...